describe an organic reaction: reactants, conditions, products, and yield From a dataset of the Open Reaction Database (ORD), a public repository of structured organic reaction records. The reactants are OCC(C)(C)NC(C1=C(C=C(C=C1OC)Cl)Cl)=O (N-(2-Hydroxy-1,1-dimethylethyl)-2,4-dichloro-6-methoxybenzamide), S(=O)(Cl)Cl (thionyl chloride). Solvent: CCOCC (ether). Run at temperature 20 celsius, time 30 minute. Yields the product ClC1=C(C(=CC(=C1)Cl)OC)C=1OCC(N1)(C)C (2-(2,4-Dichloro-6-methoxyphenyl)-4,4-dimethyl-2-oxazoline). The yield is 69.9%. As a reaction SMILES: O[CH2:2][C:3]([NH:6][C:7](=[O:18])[C:8]1[C:13]([O:14][CH3:15])=[CH:12][C:11]([Cl:16])=[CH:10][C:9]=1[Cl:17])([CH3:5])[CH3:4].S(Cl)(Cl)=O>CCOCC>[Cl:17][C:9]1[CH:10]=[C:11]([Cl:16])[CH:12]=[C:13]([O:14][CH3:15])[C:8]=1[C:7]1[O:18][CH2:2][C:3]([CH3:4])([CH3:5])[N:6]=1. Procedure: N-(2-Hydroxy-1,1-dimethylethyl)-2,4-dichloro-6-methoxybenzamide (5.5 g, 18.8 mmol) was treated dropwise with thionyl chloride (5.5 ml) and stirred magnetically at 20° C. for 30 min. Dry ether (100 ml) was added, the mixture was stirred for an additional one hour and the oxazoline hydrochloride precipitate was collected by filtration. The salt was neutralized with 20% sodium hydroxide to afford an alkaline mixture which was extracted with ether. The ethereal extract was dried (MgSO4) and concentr... Reactants: CC(C)[N-]C(C)C, CCC=O, Clc1ccnc(Cl)n1, [Li+], C1CCOC1. Product: CCC(O)c1cnc(Cl)nc1Cl. Reaction SMILES: [CH3:10][CH:11]([N-:12][CH:13]([CH3:14])[CH3:15])[CH3:16].[CH:17]([CH2:18][CH3:19])=[O:20].[Cl:1][c:2]1[n:3][cH:4][cH:5][c:6]([Cl:8])[n:7]1.[Li+:9].[O:21]1[CH2:22][CH2:23][CH2:24][CH2:25]1>>[Cl:1][c:2]1[n:3][cH:4][c:5]([CH:17]([CH2:18][CH3:19])[OH:20])[c:6]([Cl:8])[n:7]1. Reported procedure: A suspension of p-chlorobenzimidoethyl ether hydrochloride (16.5 g.) and 3-amino- 4-hydroxyphenylacetic acid (12.53 g.) in methanol (75 ml.) was refluxed for 2 hours. After standing at room temperature overnight the white solid product was removed by filtration. Re-crystallisation from ethanol gave the required acid, m.p. 241°- 242°C. Product: ClC1=CC=C(C=C1)C=1OC2=C(N1)C=C(C=C2)CC(=O)O (2-(p-Chlorophenyl)-5-benzoxazolylacetic acid). Starting materials: CCOCC.Cl (ether hydrochloride), NC=1C=C(C=CC1O)CC(=O)O (3-amino- 4-hydroxyphenylacetic acid). The solvent is CO (methanol). Reaction SMILES: CCO[CH2:4][CH3:5].[ClH:6].[NH2:7][C:8]1[CH:9]=[C:10]([CH2:15][C:16]([OH:18])=[O:17])[CH:11]=[CH:12][C:13]=1[OH:14]>CO>[Cl:6][C:8]1[CH:9]=[CH:10][C:4]([C:5]2[O:14][C:13]3[CH:12]=[CH:11][C:10]([CH2:15][C:16]([OH:18])=[O:17])=[CH:9][C:8]=3[N:7]=2)=[CH:12][CH:13]=1 |f:0.1|. Conditions: time 8 hour. The reactants are CCOCC, COc1ccc(N)cc1, O=C(O)C(=O)N1CCC(Cc2ccc(F)cc2)CC1. The product is COc1ccc(NC(=O)C(=O)N2CCC(Cc3ccc(F)cc3)CC2)cc1. Reaction SMILES: [CH2:29]([O:30][CH2:31][CH3:32])[CH3:33].[CH3:20][O:21][c:22]1[cH:23][cH:24][c:25]([NH2:26])[cH:27][cH:28]1.[F:1][c:2]1[cH:3][cH:4][c:5]([CH2:6][CH:7]2[CH2:8][CH2:9][N:10]([C:13]([C:14](=[O:15])[OH:16])=[O:17])[CH2:11][CH2:12]2)[cH:18][cH:19]1>>[F:1][c:2]1[cH:3][cH:4][c:5]([CH2:6][CH:7]2[CH2:8][CH2:9][N:10]([C:13]([C:14](=[O:16])[NH:26][c:25]3[cH:24][cH:23][c:22]([O:21][CH3:20])[cH:28][cH:27]3)=[O:17])[CH2:11][CH2:12]2)[cH:18][cH:19]1. The reactants are C=CC1=CC=CC=C1 (styrene), C1(\C=C/C(=O)O1)=O (maleic anhydride), C(C1=CC=CC=C1)(=O)OOC(C1=CC=CC=C1)=O (benzoyl peroxide). The solvent is C=1(C(=CC=CC1)C)C (xylene), C=1(C(=CC=CC1)C)C (xylene). Product: C(=CC1=CC=CC=C1)/C/1=C/C(=O)OC1=O (styrene-maleic anhydride). Reaction SMILES: [C:1]1(=[O:7])[O:6][C:4](=[O:5])[CH:3]=[CH:2]1.[CH2:8]=[CH:9][C:10]1[CH:15]=[CH:14][CH:13]=[CH:12][CH:11]=1.C(OOC(=O)C1C=CC=CC=1)(=O)C1C=CC=CC=1>C1(C)C(C)=CC=CC=1>[CH:8]([C:3]1=[CH:2][C:1]([O:6][C:4]1=[O:5])=[O:7])=[CH:9][C:10]1[CH:15]=[CH:14][CH:13]=[CH:12][CH:11]=1. Procedure: A styrene-maleic anhydride interpolymer is prepared by the following procedure. 176 parts of maleic anhydride are dissolved in 2641 parts of xylene. To this mixture at 105° C. is added first 188 parts of styrene. Then 1.83 parts benzoyl peroxide dissolved in 32 parts xylene are added over a 1.5 hour period. The mixture is maintained at 104°-106° C. for 4 hours, then is stripped to 150° C. at 200 torr. The resulting interpolymer has RSV of 0.25. Reactants: C1CCOC1, CCOCC, CCN(C(C)C)C(C)C, COC(=O)c1ccc(Nc2nc(Cl)nc(OCC(F)(F)F)n2)cc1, ClCCl, Cl, NCc1ccc(O)cc1. The product is COC(=O)c1ccc(Nc2nc(NCc3ccc(O)cc3)nc(OCC(F)(F)F)n2)cc1. RXN SMILES: [CH2:44]1[O:45][CH2:46][CH2:47][CH2:48]1.[CH3:52][CH2:53][O:54][CH2:55][CH3:56].[CH:35]([N:36]([CH2:37][CH3:38])[CH:39]([CH3:40])[CH3:41])([CH3:42])[CH3:43].[Cl:1][c:2]1[n:3][c:4]([NH:14][c:15]2[cH:16][cH:17][c:18]([C:19](=[O:20])[O:21][CH3:22])[cH:23][cH:24]2)[n:5][c:6]([O:8][CH2:9][C:10]([F:11])([F:12])[F:13])[n:7]1.[Cl:49][CH2:50][Cl:51].[ClH:34].[NH2:25][CH2:26][c:27]1[cH:28][cH:29][c:30]([OH:33])[cH:31][cH:32]1>>[c:2]1([NH:25][CH2:26][c:27]2[cH:28][cH:29][c:30]([OH:33])[cH:31][cH:32]2)[n:3][c:4]([NH:14][c:15]2[cH:16][cH:17][c:18]([C:19](=[O:20])[O:21][CH3:22])[cH:23][cH:24]2)[n:5][c:6]([O:8][CH2:9][C:10]([F:11])([F:12])[F:13])[n:7]1. Reactants: C(C)OC(=O)CCC=1C(=NN(C1)CC1=CC=C(C(=O)O)C=C1)C1=CC=CC=C1 (4-[4-(2-ethoxycarbonylethyl)-3-phenyl-1H-pyrazol-1-ylmethyl]benzoic acid), NC1=NC=CC=C1 (2-aminopyridine), O.ON1N=NC2=C1C=CC=C2 (1-hydroxybenzotriazole monohydrate), CCN=C=NCCCN(C)C (WSC). The solvent is CN(C=O)C (N,N-dimethylformamide), O (water). Conditions: time 2.5 day. The product is C1(=CC=CC=C1)C1=NN(C=C1CCC(=O)OCC)CC1=CC(=CC=C1)C(=O)NC1=NC=CC=C1 (ethyl 3-[3-phenyl-1-[3-(2-pyridylaminocarbonyl)benzyl]-1H-pyrazol-4-yl]propionate). Yield: 41.6%. As a reaction SMILES: [CH2:1]([O:3][C:4]([CH2:6][CH2:7][C:8]1[C:9]([C:23]2[CH:28]=[CH:27][CH:26]=[CH:25][CH:24]=2)=[N:10][N:11]([CH2:13][C:14]2[CH:22]=CC(C(O)=O)=[CH:16][CH:15]=2)[CH:12]=1)=[O:5])[CH3:2].N[C:30]1[CH:35]=CC=CN=1.O.[OH:37]N1C2C=CC=CC=2N=N1.[CH3:47][CH2:48][N:49]=[C:50]=[N:51][CH2:52][CH2:53][CH2:54]N(C)C>O.CN(C)C=O>[C:23]1([C:9]2[C:8]([CH2:7][CH2:6][C:4]([O:3][CH2:1][CH3:2])=[O:5])=[CH:12][N:11]([CH2:13][C:14]3[CH:15]=[CH:16][CH:54]=[C:53]([C:52]([NH:51][C:50]4[CH:30]=[CH:35][CH:47]=[CH:48][N:49]=4)=[O:37])[CH:22]=3)[N:10]=2)[CH:24]=[CH:25][CH:26]=[CH:27][CH:28]=1 |f:2.3|. Reported procedure: A mixture of 4-[4-(2-ethoxycarbonylethyl)-3-phenyl-1H-pyrazol-1-ylmethyl]benzoic acid (400 mg), 2-aminopyridine (120 mg), 1-hydroxybenzotriazole monohydrate (200 mg), WSC (250 mg), and N,N-dimethylformamide (10 ml) was stirred at room temperature for 2.5 days. The reaction mixture was poured into water, which was extracted with ethyl acetate. The ethyl acetate layer was washed with saturated aqueous sodium bicarbonate solution, 1 N hydrochloric acid, then, with saturated sodium chloride solution...